From a dataset of the Open Reaction Database (ORD), a public repository of structured organic reaction records. describe an organic reaction: reactants, conditions, products, and yield Reactants: C(#N)C1=C(C=CC=C1OC(F)F)S(=O)(=O)Cl (2-cyano-3-difluoromethoxy-benzenesulfonyl chloride), S1CNCC1 (thiazolidine). Solvent: O1CCCC1 (tetrahydrofuran). Reaction conditions: time 16 hour. Product: FC(OC1=C(C#N)C(=CC=C1)S(=O)(=O)N1CSCC1)F (2-difluoromethoxy-6-(thiazolidine-3-sulfonyl)-benzonitrile). Reaction SMILES: [C:1]([C:3]1[C:8]([O:9][CH:10]([F:12])[F:11])=[CH:7][CH:6]=[CH:5][C:4]=1[S:13](Cl)(=[O:15])=[O:14])#[N:2].[S:17]1[CH2:21][CH2:20][NH:19][CH2:18]1>O1CCCC1>[F:11][CH:10]([F:12])[O:9][C:8]1[CH:7]=[CH:6][CH:5]=[C:4]([S:13]([N:19]2[CH2:20][CH2:21][S:17][CH2:18]2)(=[O:15])=[O:14])[C:3]=1[C:1]#[N:2]. Procedure details: 54 mg of 2-cyano-3-difluoromethoxy-benzenesulfonyl chloride in 10 ml of tetrahydrofuran are treated with 32 I of thiazolidine and the mixture is stirred for 16 hours at room temperature. The reaction mixture is concentrated in vacuo. Purification by HPLC affords 35 mg of 2-difluoromethoxy-6-(thiazolidine-3-sulfonyl)-benzonitrile. The solvent is C(Cl)Cl (DCM), C(Cl)Cl (DCM), C([O-])(O)=O.[Na+] (sodium bicarbonate). As a reaction SMILES: [N+:1]([C:4]1[CH:9]=[CH:8][CH:7]=[C:6]([CH2:10]SC(C)C)[CH:5]=1)([O-:3])=[O:2].Cl[C:16]1[CH:21]=CC=C(C(OO)=O)[CH:17]=1.[S:26]([O-:29])(O)=[O:27].[Na+]>C(Cl)Cl.C(=O)(O)[O-].[Na+]>[N+:1]([C:4]1[CH:9]=[CH:8][CH:7]=[C:6]([CH2:10][S:26]([CH:16]([CH3:21])[CH3:17])(=[O:29])=[O:27])[CH:5]=1)([O-:3])=[O:2] |f:2.3,5.6|. The reactants are [N+](=O)([O-])C1=CC(=CC=C1)CSC(C)C (1-nitro-3-[(propan-2-ylsulfanyl)methyl]benzene), ClC1=CC(=CC=C1)C(=O)OO (m-chloroperbenzoic acid), S(=O)(O)[O-].[Na+] (sodium hydrogen sulfite). Conditions: temperature 0 celsius, time 30 minute. Product: [N+](=O)([O-])C1=CC(=CC=C1)CS(=O)(=O)C(C)C (1-Nitro-3-[(propan-2-ylsulfonyl)methyl]benzene). Reported procedure: A solution of 1-nitro-3-[(propan-2-ylsulfanyl)methyl]benzene (4.0 g) in DCM (160 mL) was treated at 0° C. with portions of m-chloroperbenzoic acid (9.3 g, 77%). The mixture was stirred at 0° C. for further 30 minutes and then 18 hours at room temperature. The reaction mixture was diluted with DCM before sodium hydrogen sulfite and sodium bicarbonate solution was added and extracted with DCM (2×). The combined organic phases were washed and concentrated. The residue was purified by chromatography... Starting materials: C([O-])([O-])=O.[Na+].[Na+] (sodium carbonate), N1=CC=C(C=C1)B(O)O (pyridin-4-ylboronic acid), BrC=1C=CC(=C(C1)NC1=C(C(=NC2=CC=CC=C12)C1=C(C=CC=C1)F)C)N1CCOCC1 (N-(5-bromo-2-morpholinophenyl)-2-(2-fluorophenyl)-3-methylquinolin-4-amine), CO (MeOH). The reagents and catalysts are Cl[Pd]([P](C1=CC=CC=C1)(C2=CC=CC=C2)C3=CC=CC=C3)([P](C4=CC=CC=C4)(C5=CC=CC=C5)C6=CC=CC=C6)Cl (dichlorobis(triphenylphosphine)-palladium(II)). Solvent: O (water), O1CCOCC1 (1,4-dioxane), C(Cl)Cl (DCM). Run at temperature 130 celsius, time 60 minute. The product is FC1=C(C=CC=C1)C1=NC2=CC=CC=C2C(=C1C)NC1=C(C=CC(=C1)C1=CC=NC=C1)N1CCOCC1 (2-(2-Fluorophenyl)-3-methyl-N-(2-(4-morpholinyl)-5-(4-pyridinyl)phenyl)-4-quinolinamine). As a reaction SMILES: C(=O)([O-])[O-].[Na+].[Na+].[N:7]1[CH:12]=[CH:11][C:10](B(O)O)=[CH:9][CH:8]=1.Br[C:17]1[CH:18]=[CH:19][C:20]([N:42]2[CH2:47][CH2:46][O:45][CH2:44][CH2:43]2)=[C:21]([NH:23][C:24]2[C:33]3[C:28](=[CH:29][CH:30]=[CH:31][CH:32]=3)[N:27]=[C:26]([C:34]3[CH:39]=[CH:38][CH:37]=[CH:36][C:35]=3[F:40])[C:25]=2[CH3:41])[CH:22]=1.CO>O.O1CCOCC1.C(Cl)Cl.Cl[Pd](Cl)([P](C1C=CC=CC=1)(C1C=CC=CC=1)C1C=CC=CC=1)[P](C1C=CC=CC=1)(C1C=CC=CC=1)C1C=CC=CC=1>[F:40][C:35]1[CH:36]=[CH:37][CH:38]=[CH:39][C:34]=1[C:26]1[C:25]([CH3:41])=[C:24]([NH:23][C:21]2[CH:22]=[C:17]([C:10]3[CH:11]=[CH:12][N:7]=[CH:8][CH:9]=3)[CH:18]=[CH:19][C:20]=2[N:42]2[CH2:47][CH2:46][O:45][CH2:44][CH2:43]2)[C:33]2[C:28](=[CH:29][CH:30]=[CH:31][CH:32]=2)[N:27]=1 |f:0.1.2,^1:62,81|. Reported procedure: A mixture of sodium carbonate (68 mg, 640 μmol), pyridin-4-ylboronic acid (40 mg, 329 μmol), N-(5-bromo-2-morpholinophenyl)-2-(2-fluorophenyl)-3-methylquinolin-4-amine (90 mg, 183 μmol) and dichlorobis(triphenylphosphine)-palladium(II) (13 mg, 18 μmol) in water (2.00 mL) and 1,4-dioxane (8.00 mL) was purged with nitrogen then heated in a microwave vessel with stirring at 130° C. for 60 min, after which time LC-MS indicated no starting material remained and desired product predominated. The react... The reactants are CC(=O)c1ccc(C2=CCC(C)(C)CC2)c(NC(=O)c2nc(C#N)c[nH]2)c1, C1CCOC1, C[Mg+], [Cl-], [Cl-], [NH4+]. Yields the product CC1(C)CC=C(c2ccc(C(C)(C)O)cc2NC(=O)c2nc(C#N)c[nH]2)CC1. As a reaction SMILES: [C:1]([CH3:2])(=[O:3])[c:4]1[cH:5][cH:6][c:7]([C:20]2=[CH:21][CH2:22][C:23]([CH3:26])([CH3:27])[CH2:24][CH2:25]2)[c:8]([NH:10][C:11](=[O:12])[c:13]2[nH:14][cH:15][c:16]([C:18]#[N:19])[n:17]2)[cH:9]1.[CH2:33]1[O:34][CH2:35][CH2:36][CH2:37]1.[CH3:29][Mg+:30].[Cl-:28].[Cl-:31].[NH4+:32]>>[C:1]([CH3:2])([OH:3])([c:4]1[cH:5][cH:6][c:7]([C:20]2=[CH:21][CH2:22][C:23]([CH3:26])([CH3:27])[CH2:24][CH2:25]2)[c:8]([NH:10][C:11](=[O:12])[c:13]2[nH:14][cH:15][c:16]([C:18]#[N:19])[n:17]2)[cH:9]1)[CH3:29]. The reactants are C(C)OC(=O)C1=CC=C2C(=C(N(C2=C1)CC1=CC=CC=C1)C(C)C)C(NCC1=CC(=C(C=C1)F)F)=O (ethyl1-benzyl-3-(3,4-difluorobenzylcarbamoyl)-2-isopropyl-1H-indole-6-carboxylate), C(C)OC(=O)C1=CC=C2C(=C(N(C2=C1)CC1=CC=CC=C1)C(C)C)C(NCC1=CC(=C(C=C1)F)F)=O (ethyl1-benzyl-3-(3,4-difluorobenzylcarbamoyl)-2-isopropyl-1H-indole-6-carboxylate), CC(C)C[Al]CC(C)C (Dibal-H). Run in C(Cl)Cl (CH2Cl2). Conditions: time 3 hour. Product: C(C1=CC=CC=C1)N1C(=C(C2=CC=C(C=C12)CO)C(=O)NCC1=CC(=C(C=C1)F)F)C(C)C (1-Benzyl-N-(3,4-difluorobenzyl)-6-(hydroxymethyl)-2-isopropyl-1H-indole-3-carboxamide). As a reaction SMILES: C([O:3][C:4]([C:6]1[CH:14]=[C:13]2[C:9]([C:10]([C:25](=[O:36])[NH:26][CH2:27][C:28]3[CH:33]=[CH:32][C:31]([F:34])=[C:30]([F:35])[CH:29]=3)=[C:11]([CH:22]([CH3:24])[CH3:23])[N:12]2[CH2:15][C:16]2[CH:21]=[CH:20][CH:19]=[CH:18][CH:17]=2)=[CH:8][CH:7]=1)=O)C.CC(C[Al]CC(C)C)C>C(Cl)Cl>[CH2:15]([N:12]1[C:13]2[C:9](=[CH:8][CH:7]=[C:6]([CH2:4][OH:3])[CH:14]=2)[C:10]([C:25]([NH:26][CH2:27][C:28]2[CH:33]=[CH:32][C:31]([F:34])=[C:30]([F:35])[CH:29]=2)=[O:36])=[C:11]1[CH:22]([CH3:24])[CH3:23])[C:16]1[CH:21]=[CH:20][CH:19]=[CH:18][CH:17]=1 |^1:39|. Reported procedure: To a solution of ethyl1-benzyl-3-(3,4-difluorobenzylcarbamoyl)-2-isopropyl-1H-indole-6-carboxylate (Compound 43, 200 mg, 0.408 mmol) in CH2Cl2 (10 ml) at −78° C. under argon was added Dibal-H (1.0 M in CH2Cl2, 1.6 ml, 1.63 mmol) slowly. The reaction was stirred for 3 h, quenched with methanol, celite, diluted with EtOAc, washed with H2O, brine, dried over Na2SO4, concentrated in vacuo. The residue was purified by chromatography on silica gel (0→50% EtOAc-hexanes) to yield the title compound as a... The reactants are CC(C)(C)OC(C(C)(C)ON=C(C(=O)NC1C(N(C1)C(=O)NS(=O)(=O)N1C(N(CC1=O)NC(=O)C=1NC=C(C(C1)=O)O)=O)=O)C=1N=C(SC1)NC(=O)OC(C)(C)C)=O (2-[[[1-[2 [[(1,1-Dimethylethoxy)carbonyl]amino]-4-thiazolyl]-2-[[1-[[[[3-[[(1,4-dihydro-4-oxo-5-hydroxy-2-pyridinyl)carbonyl]amino]-2,5-dioxo-1-imidazolidinyl]sulfonyl]amino]carbonyl]-2-oxo-3-azetidinyl]amino]-2-oxoethylidene]amino]oxy]-2-methyl propanoic acid 1,1-dimethylethyl ester). Solvent: FC(C(=O)O)(F)F (trifluoroacetic acid). Run at time 45 minute. Product: NC=1SC=C(N1)C(C(=O)NC1C(N(C1)C(=O)NS(=O)(=O)N1C(N(CC1=O)NC(=O)C=1NC=C(C(C1)=O)O)=O)=O)=NOC(C(=O)O)(C)C (2-[[[1-(2-Amino-4-thiazolyl)-2-[[1-[[[[3 [[(1,4-dihydro-4-oxo-5-hydroxy-2-pyridinyl)carbonyl]amino]-2,5-dioxo-1-imidazolidinyl]sulfonyl]amino]carbonyl]-2-oxo-3-azetidinyl]amino]-2-oxoethylidene]amino]oxy] -2-methyl propanoic acid). RXN SMILES: CC([O:5][C:6](=[O:58])[C:7]([O:10][N:11]=[C:12]([C:45]1[N:46]=[C:47]([NH:50]C(OC(C)(C)C)=O)[S:48][CH:49]=1)[C:13]([NH:15][CH:16]1[CH2:19][N:18]([C:20]([NH:22][S:23]([N:26]2[C:30](=[O:31])[CH2:29][N:28]([NH:32][C:33]([C:35]3[NH:36][CH:37]=[C:38]([OH:42])[C:39](=[O:41])[CH:40]=3)=[O:34])[C:27]2=[O:43])(=[O:25])=[O:24])=[O:21])[C:17]1=[O:44])=[O:14])([CH3:9])[CH3:8])(C)C>FC(F)(F)C(O)=O>[NH2:50][C:47]1[S:48][CH:49]=[C:45]([C:12](=[N:11][O:10][C:7]([CH3:9])([CH3:8])[C:6]([OH:58])=[O:5])[C:13]([NH:15][CH:16]2[CH2:19][N:18]([C:20]([NH:22][S:23]([N:26]3[C:30](=[O:31])[CH2:29][N:28]([NH:32][C:33]([C:35]4[NH:36][CH:37]=[C:38]([OH:42])[C:39](=[O:41])[CH:40]=4)=[O:34])[C:27]3=[O:43])(=[O:25])=[O:24])=[O:21])[C:17]2=[O:44])=[O:14])[N:46]=1. Procedure: 2-[[[1-[2 [[(1,1-Dimethylethoxy)carbonyl]amino]-4-thiazolyl]-2-[[1-[[[[3-[[(1,4-dihydro-4-oxo-5-hydroxy-2-pyridinyl)carbonyl]amino]-2,5-dioxo-1-imidazolidinyl]sulfonyl]amino]carbonyl]-2-oxo-3-azetidinyl]amino]-2-oxoethylidene]amino]oxy]-2-methyl propanoic acid 1,1-dimethylethyl ester (833 mg) is cooled to 0° C. and dissolved in cold trifluoroacetic acid (20 ml). After 45 minutes, the solution is warmed to room temperature, stirred for 2 hours and concentrated. The residue is dissolved in 1:1::ac... Reactants: ClC=1C=CC=2CN(CCOC2N1)C(=O)OC(C)(C)C (tert-butyl 8-chloro-2,3-dihydropyrido[3,2-f][1,4]oxazepine-4(5H)-carboxylate), CC1C(C(CCC1)C)O (2,6-dimethylcyclohexanol), [H-].[Na+] (sodium hydride), O (water). The reagents and catalysts are C=1C=CC(=CC1)/C=C/C(=O)/C=C/C2=CC=CC=C2.C=1C=CC(=CC1)/C=C/C(=O)/C=C/C2=CC=CC=C2.C=1C=CC(=CC1)/C=C/C(=O)/C=C/C2=CC=CC=C2.[Pd].[Pd] (Pd2(dba)3), C=1C=CC(=CC1)P(C=2C=CC=CC2)C3=CC=C4C=CC=CC4=C3C5=C6C=CC=CC6=CC=C5P(C=7C=CC=CC7)C=8C=CC=CC8 (BINAP). Solvent: C1(=CC=CC=C1)C (toluene), C1(=CC=CC=C1)C (toluene). Conditions: temperature 70 celsius, time 15 minute. The product is CC1C(C(CCC1)C)OC=1C=CC=2CN(CCOC2N1)C(=O)OC(C)(C)C (tert-butyl 8-[(2,6-dimethylcyclohexyl)oxy]-2,3-dihydropyrido[3,2-f][1,4]oxazepine-4(5H)-carboxylate). Yield: 77.0%. Reaction SMILES: [CH3:1][CH:2]1[CH2:7][CH2:6][CH2:5][CH:4]([CH3:8])[CH:3]1[OH:9].[H-].[Na+].Cl[C:13]1[CH:14]=[CH:15][C:16]2[CH2:17][N:18]([C:24]([O:26][C:27]([CH3:30])([CH3:29])[CH3:28])=[O:25])[CH2:19][CH2:20][O:21][C:22]=2[N:23]=1.O>C1(C)C=CC=CC=1.C1C=CC(/C=C/C(/C=C/C2C=CC=CC=2)=O)=CC=1.C1C=CC(/C=C/C(/C=C/C2C=CC=CC=2)=O)=CC=1.C1C=CC(/C=C/C(/C=C/C2C=CC=CC=2)=O)=CC=1.[Pd].[Pd].C1C=CC(P(C2C(C3C(P(C4C=CC=CC=4)C4C=CC=CC=4)=CC=C4C=3C=CC=C4)=C3C(C=CC=C3)=CC=2)C2C=CC=CC=2)=CC=1>[CH3:1][CH:2]1[CH2:7][CH2:6][CH2:5][CH:4]([CH3:8])[CH:3]1[O:9][C:13]1[CH:14]=[CH:15][C:16]2[CH2:17][N:18]([C:24]([O:26][C:27]([CH3:30])([CH3:29])[CH3:28])=[O:25])[CH2:19][CH2:20][O:21][C:22]=2[N:23]=1 |f:1.2,6.7.8.9.10|. Procedure: To a solution of 2,6-dimethylcyclohexanol (0.23 mL) in toluene (4 mL) was added sodium hydride (0.14 g), and the resulting mixture was stirred at 70° C. for 15 min under a nitrogen atmosphere. A mixture of tert-butyl 8-chloro-2,3-dihydropyrido[3,2-f][1,4]oxazepine-4(5H)-carboxylate (0.50 g), BINAP (0.033 g), Pd2(dba)3 (0.024 g) and toluene (4 mL) was added, and the resulting mixture was stirred at 100° C. for 2 hr under an argon atmosphere. The reaction solution was poured into water, and the re...